Dataset: the Open Reaction Database (ORD), a public repository of structured organic reaction records. Task: describe an organic reaction: reactants, conditions, products, and yield Reaction SMILES: [C:1]([C:4]1[CH:9]=[CH:8][C:7]([S:10]([NH2:13])(=[O:12])=[O:11])=[CH:6][CH:5]=1)(=[O:3])[CH3:2].[C:14]([O:18][C:19]([N:21]1[C:29]2[C:24](=[CH:25][CH:26]=[CH:27][CH:28]=2)[CH:23]=[C:22]1[C:30]1[CH:35]=[C:34]([CH:36]=O)[C:33]([O:38][CH3:39])=[CH:32][C:31]=1[O:40][CH3:41])=[O:20])([CH3:17])([CH3:16])[CH3:15]>>[C:14]([O:18][C:19]([N:21]1[C:29]2[C:24](=[CH:25][CH:26]=[CH:27][CH:28]=2)[CH:23]=[C:22]1[C:30]1[CH:35]=[C:34](/[CH:36]=[CH:2]/[C:1](=[O:3])[C:4]2[CH:5]=[CH:6][C:7]([S:10]([NH2:13])(=[O:11])=[O:12])=[CH:8][CH:9]=2)[C:33]([O:38][CH3:39])=[CH:32][C:31]=1[O:40][CH3:41])=[O:20])([CH3:17])([CH3:16])[CH3:15]. The product is C(C)(C)(C)OC(=O)N1C(=CC2=CC=CC=C12)C1=C(C=C(C(=C1)\C=C\C(C1=CC=C(C=C1)S(=O)(=O)N)=O)OC)OC (2-{2,4-Dimethoxy-5-[3-oxo-3-(4-aminosulfonyl-phenyl)-E-propenyl]-phenyl}-indole-1-carboxylic acid tert-butyl ester). The reactants are C(C)(=O)C1=CC=C(C=C1)S(=O)(=O)N (4-acetyl-benzenesulfonamide), C(C)(C)(C)OC(=O)N1C(=CC2=CC=CC=C12)C1=C(C=C(C(=C1)C=O)OC)OC (2-(5-formyl-2,4-dimethoxy-phenyl)-indole-1-carboxylic acid tert-butyl ester). Procedure: The title compound was prepared by condensing 4-acetyl-benzenesulfonamide (Ex-26A) and 2-(5-formyl-2,4-dimethoxy-phenyl)-indole-1-carboxylic acid tert-butyl ester (Ex-36A) in a similar manner as described in Ex-22. Yellow solid, 40% yield, mp 120–122° C. 1H-NMR (CDCl3) δ 8.01–8.19 (m, 6H), 7.68 (s, 1H), 7.56 (d, J=8 Hz, 1H), 7.46 (d, J=16 Hz, 1H), 7.21–7.35 (m, 2H), 6.53 (d, J=14 Hz, 2H), 5.01 (s, 2H), 4.00 (s, 3H), 3.85 (s, 3H), 1.42 (s, 9H), MS m/z=563 ([M+H]+). HRMS (ES+) Calcd. for C30H30N2O... The yield is 40.0%. Reactants: COC1=C(C=O)C=CC(=C1)C(F)(F)F (2-methoxy-4-(trifluoromethyl)benzaldehyde), [Cl-].[Li+] (lithium chloride), CN(C=O)C (dimethylformamide), Cl (hydrochloric acid). Solvent: O (water). Conditions: temperature 155 celsius. The product is OC1=C(C=O)C=CC(=C1)C(F)(F)F (2-Hydroxy-4-(trifluoromethyl)benzaldehyde). Isolated yield 85.2%. RXN SMILES: C[O:2][C:3]1[CH:10]=[C:9]([C:11]([F:14])([F:13])[F:12])[CH:8]=[CH:7][C:4]=1[CH:5]=[O:6].[Cl-].[Li+].CN(C)C=O.Cl>O>[OH:2][C:3]1[CH:10]=[C:9]([C:11]([F:12])([F:13])[F:14])[CH:8]=[CH:7][C:4]=1[CH:5]=[O:6] |f:1.2|. Reported procedure: A mixture of 10.0 g (0.042 mol) 2-methoxy-4-(trifluoromethyl)benzaldehyde, 5.3 g (0.126 mol) lithium chloride, and 50 mL of dimethylformamide was heated at 155° C. for 3 hours. The reaction mass was cooled, diluted with 100 mL of water, acidified with hydrochloric acid, and then extracted three times with 100 mL of ether. The ether extracts were washed with water, dried over anhydrous magnesium sulfate, and evaporated to provide 6.8 g of the product as an oil. Procedure: 10 g (31.6 mmol) of 4′-(2-methoxyethoxymethoxy)biphenyl-4-carboxylic acid methyl ester, 100 ml of methanol and 31 ml of a 10 M NaOH solution are introduced, in order, into a 250 ml three-necked flask. The mixture is stirred at 80° C. for 30 minutes. After returning to room temperature, the reaction medium is poured over water and acidified with a 1 N HCl solution. The precipitate is filtered off. It is taken up in heptane. After filtering and drying, 9 g of 4′-(2-methoxyethoxymethoxy)biphenyl-4-... Conditions: temperature 80 celsius, time 30 minute. Reaction SMILES: C[O:2][C:3]([C:5]1[CH:10]=[CH:9][C:8]([C:11]2[CH:16]=[CH:15][C:14]([O:17][CH2:18][O:19][CH2:20][CH2:21][O:22][CH3:23])=[CH:13][CH:12]=2)=[CH:7][CH:6]=1)=[O:4].CO.[OH-].[Na+].Cl>O>[CH3:23][O:22][CH2:21][CH2:20][O:19][CH2:18][O:17][C:14]1[CH:15]=[CH:16][C:11]([C:8]2[CH:9]=[CH:10][C:5]([C:3]([OH:4])=[O:2])=[CH:6][CH:7]=2)=[CH:12][CH:13]=1 |f:2.3|. Yield: 98.0%. Yields the product COCCOCOC1=CC=C(C=C1)C1=CC=C(C=C1)C(=O)O (4′-(2-methoxyethoxymethoxy)biphenyl-4-carboxylic acid), powder. The reactants are COC(=O)C1=CC=C(C=C1)C1=CC=C(C=C1)OCOCCOC (4′-(2-methoxyethoxymethoxy)biphenyl-4-carboxylic acid methyl ester), CO (methanol), [OH-].[Na+] (NaOH), Cl (HCl). The solvent is O (water). Reactants: [Br-], COC(C)(C)C, Cl, O=C(c1ccc(F)cc1)c1ccccc1F, Fc1ccc([Mg+])cc1. Product: OC(c1ccc(F)cc1)(c1ccc(F)cc1)c1ccccc1F. As a reaction SMILES: [Br-:1].[C:27]([O:28][CH3:29])([CH3:30])([CH3:31])[CH3:32].[ClH:26].[F:10][c:11]1[c:12]([C:13](=[O:14])[c:15]2[cH:16][cH:17][c:18]([F:21])[cH:19][cH:20]2)[cH:22][cH:23][cH:24][cH:25]1.[F:2][c:3]1[cH:4][cH:5][c:6]([Mg+:9])[cH:7][cH:8]1>>[F:2][c:3]1[cH:4][cH:5][c:6]([C:13]([c:12]2[c:11]([F:10])[cH:25][cH:24][cH:23][cH:22]2)([OH:14])[c:15]2[cH:16][cH:17][c:18]([F:21])[cH:19][cH:20]2)[cH:7][cH:8]1. Starting materials: ClC1=NC(=CC(=N1)NC1=NN(C=C1)COCC[Si](C)(C)C)C (2-chloro-6-methyl-N-(1-((2-(trimethylsilyl)ethoxy)methyl)-1H-pyrazol-3-yl)pyrimidin-4-amine), C1(=CC=CC=C1)[As](C1=CC=CC=C1)C1=CC=CC=C1 (triphenylarsine), C([O-])([O-])=O.[K+].[K+] (potassium carbonate), C1(=CC=CC=C1)[As](C1=CC=CC=C1)C1=CC=CC=C1 (triphenylarsine), C([O-])([O-])=O.[K+].[K+] (potassium carbonate), C1(=CC=CC=C1)[As](C1=CC=CC=C1)C1=CC=CC=C1 (triphenylarsine), C([O-])([O-])=O.[K+].[K+] (potassium carbonate), C12CCCC(CCC1)B2CC2CCN(CC2)C(=O)OC(C)(C)C (tert-butyl 4-(9-borabicyclo[3.3.1]non-9-ylmethyl)piperidine-1-carboxylate), C=C1CCN(CC1)C(=O)OC(C)(C)C (tert-butyl 4-methylenepiperidine-1-carboxylate), C12CCCC(CCC1)B2 (9-borabicyclo[3.3.1] nonane). Solvent: O (water), CN(C=O)C (N,N-dimethylformamide), O (water), O1CCCC1 (tetrahydrofuran). Conditions: temperature 90 celsius, time 1.5 hour. Product: CC1=NC(=NC(=C1)NC1=NN(C=C1)COCC[Si](C)(C)C)CC1CCN(CC1)C(=O)OC(C)(C)C (tert-butyl 4-((4-methyl-6-((1-((2-(trimethylsilyl)ethoxy)methyl)-1H-pyrazol-3-yl)amino)pyrimidin-2-yl)methyl)piperidine-1-carboxylate). As a reaction SMILES: [CH2:1]=[C:2]1[CH2:7][CH2:6][N:5]([C:8]([O:10][C:11]([CH3:14])([CH3:13])[CH3:12])=[O:9])[CH2:4][CH2:3]1.C12BC(CCC1)CCC2.Cl[C:25]1[N:30]=[C:29]([NH:31][C:32]2[CH:36]=[CH:35][N:34]([CH2:37][O:38][CH2:39][CH2:40][Si:41]([CH3:44])([CH3:43])[CH3:42])[N:33]=2)[CH:28]=[C:27]([CH3:45])[N:26]=1.C1([As](C2C=CC=CC=2)C2C=CC=CC=2)C=CC=CC=1.C(=O)([O-])[O-].[K+].[K+].C12B(CC3CCN(C(OC(C)(C)C)=O)CC3)C(CCC1)CCC2>O1CCCC1.CN(C)C=O.O>[CH3:45][C:27]1[CH:28]=[C:29]([NH:31][C:32]2[CH:36]=[CH:35][N:34]([CH2:37][O:38][CH2:39][CH2:40][Si:41]([CH3:42])([CH3:44])[CH3:43])[N:33]=2)[N:30]=[C:25]([CH2:1][CH:2]2[CH2:7][CH2:6][N:5]([C:8]([O:10][C:11]([CH3:14])([CH3:13])[CH3:12])=[O:9])[CH2:4][CH2:3]2)[N:26]=1 |f:4.5.6|. Reported procedure: To 116.2 mg of tert-butyl 4-methylenepiperidine-1-carboxylate was added a solution of 71.3 mg of 9-borabicyclo[3.3.1] nonane in 2 ml of tetrahydrofuran at room temperature. The reaction mixture was stirred at 90° C. for 1.5 hours, cooled to room temperature, and added to a suspension of 106.8 mg of 2-chloro-6-methyl-N-(1-((2-(trimethylsilyl)ethoxy)methyl)-1H-pyrazol-3-yl)pyrimidin-4-amine, 12.3 mg of (1,1′-bis(diphenylphosphino)ferrocene)dichloropalladium(II)-dichloromethane complex, 4.3 mg of t...